This data is from the Open Reaction Database (ORD), a public repository of structured organic reaction records. The task is: describe an organic reaction: reactants, conditions, products, and yield Reactants: Example 1 ( b ), BrBr (bromine), C(O)([O-])=O.[Na+] (sodium hydrogen carbonate), carboxylic acid, OC(CC(=O)OCC)(C=CCCC1=CC=C(C=C1)OCC1=CC=CC=C1)C (ethyl 3-hydroxy-3-methyl-7-(p-benzyloxyphenyl)-4-heptenoate), [OH-].[Na+] (sodium hydroxide). The solvent is CO (methanol). The product is OC1(CC(=O)OC(C1Br)CCC1=CC=C(C=C1)OCC1=CC=CC=C1)C (3-Hydroxy-3-methyl-4-bromo-7-(p-benzyloxyphenyl)-5-heptanolide). Yield: 52.9%. RXN SMILES: [OH:1][C:2]([CH3:27])([CH:9]=[CH:10][CH2:11][CH2:12][C:13]1[CH:18]=[CH:17][C:16]([O:19][CH2:20][C:21]2[CH:26]=[CH:25][CH:24]=[CH:23][CH:22]=2)=[CH:15][CH:14]=1)[CH2:3][C:4]([O:6]CC)=[O:5].[OH-].[Na+].[Br:30]Br.C(=O)([O-])O.[Na+]>CO>[OH:1][C:2]1([CH3:27])[CH:9]([Br:30])[CH:10]([CH2:11][CH2:12][C:13]2[CH:18]=[CH:17][C:16]([O:19][CH2:20][C:21]3[CH:26]=[CH:25][CH:24]=[CH:23][CH:22]=3)=[CH:15][CH:14]=2)[O:6][C:4](=[O:5])[CH2:3]1 |f:1.2,4.5|. Reported procedure: The carboxylic acid (22.4 g) prepared by hydrolyzing 29.6 g of ethyl 3-hydroxy-3-methyl-7-(p-benzyloxyphenyl)-4-heptenoate with 80 ml of 4 N sodium hydroxide solution in 500 ml of methanol, was treated with 9.73 g of bromine in an aqueous sodium hydrogen carbonate solution and the reaction mixture was worked up according to the method described in Example 1 (b). The product was recrystallized from a mixture of n-hexane and acetone (10:1) to yield 13.5 g of the desired compound melting at 155°-16... Starting materials: C1(CCCC1)C1=C(C=C(COC2=CC=3C4=C(NC3C=C2)C(CC4)(C(=O)OCC)CC(=O)OCC)C=C1)C(F)(F)F (ethyl 7-(4-cyclopentyl-3-(trifluoromethyl)benzyloxy)-3-(2-ethoxy-2-oxoethyl)-1,2,3,4-tetrahydrocyclopenta[b]indole-3-carboxylate), [OH-].[Na+] (Sodium hydroxide). The solvent is C(C)(C)O (isopropanol). Conditions: temperature 100 celsius. Product: C(=O)([O-])CC1(CCC2=C1NC=1C=CC(=CC21)OCC2=CC(=C(C=C2)C2CCCC2)C(F)(F)F)C(=O)[O-].[Na+].[Na+] (Sodium 3-(Carboxylatomethyl)-7-(4-cyclopentyl-3-(trifluoromethyl)benzyloxy)-1,2,3,4-tetrahydrocyclopenta[b]indole-3-carboxylate). Yield: 74.3%. As a reaction SMILES: [CH:1]1([C:6]2[CH:36]=[CH:35][C:9]([CH2:10][O:11][C:12]3[CH:20]=[CH:19][C:18]4[NH:17][C:16]5[C:21]([CH2:29][C:30]([O:32]CC)=[O:31])([C:24]([O:26]CC)=[O:25])[CH2:22][CH2:23][C:15]=5[C:14]=4[CH:13]=3)=[CH:8][C:7]=2[C:37]([F:40])([F:39])[F:38])[CH2:5][CH2:4][CH2:3][CH2:2]1.[OH-].[Na+:42]>C(O)(C)C>[C:30]([CH2:29][C:21]1([C:24]([O-:26])=[O:25])[C:16]2[NH:17][C:18]3[CH:19]=[CH:20][C:12]([O:11][CH2:10][C:9]4[CH:35]=[CH:36][C:6]([CH:1]5[CH2:5][CH2:4][CH2:3][CH2:2]5)=[C:7]([C:37]([F:38])([F:39])[F:40])[CH:8]=4)=[CH:13][C:14]=3[C:15]=2[CH2:23][CH2:22]1)([O-:32])=[O:31].[Na+:42].[Na+:42] |f:1.2,4.5.6|. Procedure details: In a 500 mL flask was placed ethyl 7-(4-cyclopentyl-3-(trifluoromethyl)benzyloxy)-3-(2-ethoxy-2-oxoethyl)-1,2,3,4-tetrahydrocyclopenta[b]indole-3-carboxylate (24.1 g, 43.2 mmol) in isopropanol (275 mL). Sodium hydroxide solution (20%, 129.5 mL, 130 mmol) was added and the mixture was heated at 100° C. (bath) for 2.5 h. The mixture was cooled, filtered, washed with isopropanol, and dried overnight under vacuum at 40° C. to give the title compound (17.5 g). LCMS m/z=502.6 [M−2Na+3H]+.